The task is: describe an organic reaction: reactants, conditions, products, and yield. This data is from the Open Reaction Database (ORD), a public repository of structured organic reaction records. Starting materials: C1CCOC1, CCCCCC(COc1ccc(C(=O)OC)cc1)c1ccc2c(c1)OCCC2(C)C, CCO, Cl, [K+], [OH-], O. Yields the product CCCCCC(COc1ccc(C(=O)O)cc1)c1ccc2c(c1)OCCC2(C)C. RXN SMILES: [CH2:33]1[O:34][CH2:35][CH2:36][CH2:37]1.[CH3:1][O:2][C:3]([c:4]1[cH:5][cH:6][c:7]([O:10][CH2:11][CH:12]([CH2:13][CH2:14][CH2:15][CH2:16][CH3:17])[c:18]2[cH:19][cH:20][c:21]3[c:26]([cH:27]2)[O:25][CH2:24][CH2:23][C:22]3([CH3:28])[CH3:29])[cH:8][cH:9]1)=[O:30].[CH3:39][CH2:40][OH:41].[ClH:38].[K+:32].[OH-:31].[OH2:42]>>[O:2]=[C:3]([c:4]1[cH:5][cH:6][c:7]([O:10][CH2:11][CH:12]([CH2:13][CH2:14][CH2:15][CH2:16][CH3:17])[c:18]2[cH:19][cH:20][c:21]3[c:26]([cH:27]2)[O:25][CH2:24][CH2:23][C:22]3([CH3:28])[CH3:29])[cH:8][cH:9]1)[OH:30]. The reactants are OC1=C2N(C(=NC1=O)CC1(CCCC1)C1=CC=CC3=CC=CC=C13)CCNC2=O (9-hydroxy-6-(1-naphthalen-1-yl-cyclopentylmethyl)-3,4-dihydro-2H-pyrazino[1,2-c]pyrimidine-1,8-dione), C(C1=CC=CC=C1)N1C(C=2N(C(=NC(C2OCC2=CC=CC=C2)=O)CC2(CCCC2)C2=CC=CC3=CC=CC=C23)CC1)=O (2-benzyl-9-benzyloxy-6-(1-naphthalen-1-yl-cyclopentylmethyl)-3,4-dihydro-2H-pyrazino[1,2-c]pyrimidine-1,8-dione). The product is C(C1=CC=CC=C1)N1C(C=2N(C(=NC(C2O)=O)CC2(CCCC2)C2=CC=CC3=CC=CC=C23)CC1)=O (2-Benzyl-9-hydroxy-6-(1-naphthalen-1-yl-cyclopentylmethyl)-3,4-dihydro-2H-pyrazino[1,2-c]pyrimidine-1,8-dione). RXN SMILES: OC1C(=O)N=C(CC2(C3C4C(=CC=CC=4)C=CC=3)CCCC2)N2CCNC(=O)C=12.[CH2:30]([N:37]1[CH2:71][CH2:70][N:40]2[C:41]([CH2:54][C:55]3([C:60]4[C:69]5[C:64](=[CH:65][CH:66]=[CH:67][CH:68]=5)[CH:63]=[CH:62][CH:61]=4)[CH2:59][CH2:58][CH2:57][CH2:56]3)=[N:42][C:43](=[O:53])[C:44]([O:45]CC3C=CC=CC=3)=[C:39]2[C:38]1=[O:72])[C:31]1[CH:36]=[CH:35][CH:34]=[CH:33][CH:32]=1>>[CH2:30]([N:37]1[CH2:71][CH2:70][N:40]2[C:41]([CH2:54][C:55]3([C:60]4[C:69]5[C:64](=[CH:65][CH:66]=[CH:67][CH:68]=5)[CH:63]=[CH:62][CH:61]=4)[CH2:59][CH2:58][CH2:57][CH2:56]3)=[N:42][C:43](=[O:53])[C:44]([OH:45])=[C:39]2[C:38]1=[O:72])[C:31]1[CH:36]=[CH:35][CH:34]=[CH:33][CH:32]=1. Procedure: This compound was prepared following the same method as described for pure 9-hydroxy-6-(1-naphthalen-1-yl-cyclopentylmethyl)-3,4-dihydro-2H-pyrazino[1,2-c]pyrimidine-1,8-dione (349) from 2-benzyl-9-benzyloxy-6-(1-naphthalen-1-yl-cyclopentylmethyl)-3,4-dihydro-2H-pyrazino[1,2-c]pyrimidine-1,8-dione (372) (110 mg, 0.19 mmol). The yield was 35 mg, 47%, of a light brown solid. Reactants: C1CCOC1, CO, COC(=O)C1CCC(c2nc(-c3ccc4ccc(-c5ccccc5)nc4c3)c3c(N)nccn23)CC1, [Na+], [OH-]. Product: Nc1nccn2c(C3CCC(C(=O)O)CC3)nc(-c3ccc4ccc(-c5ccccc5)nc4c3)c12. RXN SMILES: [CH2:1]1[O:2][CH2:3][CH2:4][CH2:5]1.[CH3:44][OH:45].[CH3:6][O:7][C:8](=[O:9])[CH:10]1[CH2:11][CH2:12][CH:13]([c:16]2[n:17][c:18](-[c:26]3[cH:27][cH:28][c:29]4[cH:30][cH:31][c:32](-[c:36]5[cH:37][cH:38][cH:39][cH:40][cH:41]5)[n:33][c:34]4[cH:35]3)[c:19]3[n:20]2[cH:21][cH:22][n:23][c:24]3[NH2:25])[CH2:14][CH2:15]1.[Na+:43].[OH-:42]>>[O:7]=[C:8]([OH:9])[CH:10]1[CH2:11][CH2:12][CH:13]([c:16]2[n:17][c:18](-[c:26]3[cH:27][cH:28][c:29]4[cH:30][cH:31][c:32](-[c:36]5[cH:37][cH:38][cH:39][cH:40][cH:41]5)[n:33][c:34]4[cH:35]3)[c:19]3[n:20]2[cH:21][cH:22][n:23][c:24]3[NH2:25])[CH2:14][CH2:15]1. Reactants: C=Cc1c(SC)ccc(Br)c1OC, O=C=O, C1CCOC1, [Li]CCCC, CCOC(C)=O, [Na+], [OH-]. Product: C=Cc1c(SC)ccc(C(=O)O)c1OC. RXN SMILES: [Br:6][c:7]1[c:8]([O:17][CH3:18])[c:9]([CH:15]=[CH2:16])[c:10]([S:13][CH3:14])[cH:11][cH:12]1.[C:19](=[O:20])=[O:21].[CH2:24]1[O:25][CH2:26][CH2:27][CH2:28]1.[CH3:1][CH2:2][CH2:3][CH2:4][Li:5].[CH3:29][CH2:30][O:31][C:32]([CH3:33])=[O:34].[Na+:23].[OH-:22]>>[c:7]1([C:19](=[O:20])[OH:21])[c:8]([O:17][CH3:18])[c:9]([CH:15]=[CH2:16])[c:10]([S:13][CH3:14])[cH:11][cH:12]1. RXN SMILES: [F:1][C:2]([F:13])([F:12])[C:3]1[N:8]=[CH:7][C:6]([C:9]([OH:11])=O)=[CH:5][N:4]=1.[NH2:14][C:15]1[N:20]=[CH:19][C:18]2[C:21]([CH3:29])([CH3:28])[C:22](=[O:27])[N:23]([CH:24]3[CH2:26][CH2:25]3)[C:17]=2[CH:16]=1>>[CH:24]1([N:23]2[C:17]3[CH:16]=[C:15]([NH:14][C:9]([C:6]4[CH:7]=[N:8][C:3]([C:2]([F:1])([F:13])[F:12])=[N:4][CH:5]=4)=[O:11])[N:20]=[CH:19][C:18]=3[C:21]([CH3:28])([CH3:29])[C:22]2=[O:27])[CH2:26][CH2:25]1. Reported procedure: Prepared in analogy to example 26 from 2-(trifluoromethyl)pyrimidine-5-carboxylic acid and 6-amino-1-cyclopropyl-3,3-dimethyl-1H-pyrrolo[3,2-c]pyridin-2(3H)-one (example 79c). The title compound was obtained as off-white solid. Product: C1(CC1)N1C(C(C=2C=NC(=CC21)NC(=O)C=2C=NC(=NC2)C(F)(F)F)(C)C)=O (N-(1-Cyclopropyl-3,3-dimethyl-2-oxo-2,3-dihydro-1H-pyrrolo[3,2-c]pyridin-6-yl)-2-(trifluoromethyl)pyrimidine-5-carboxamide). Starting materials: FC(C1=NC=C(C=N1)C(=O)O)(F)F (2-(trifluoromethyl)pyrimidine-5-carboxylic acid), NC1=CC2=C(C=N1)C(C(N2C2CC2)=O)(C)C (6-amino-1-cyclopropyl-3,3-dimethyl-1H-pyrrolo[3,2-c]pyridin-2(3H)-one). Starting materials: COC(=O)C(N)CC1CC2CCC1C2, CC#N, CCN(C(C)C)C(C)C, CC(C)(O)Cn1ccc(NC(=O)C(CC2CCCCC2)N2CC(Oc3c(F)cccc3F)=CC2=O)n1. Yields the product COC(=O)C(CC1CC2CCC1C2)N1CC(Oc2c(F)cccc2F)=CC1=O. As a reaction SMILES: [CH3:1][O:2][C:3]([CH:4]([CH2:5][CH:6]1[CH:7]2[CH2:8][CH2:9][CH:10]([CH2:11]1)[CH2:12]2)[NH2:13])=[O:14].[CH3:60][C:61]#[N:62].[CH:15]([N:16]([CH2:17][CH3:18])[CH:19]([CH3:20])[CH3:21])([CH3:22])[CH3:23].[CH:24]1([CH2:25][CH:26]([N:27]2[C:46](=[O:59])[CH:47]=[C:48]([O:50][c:51]3[c:52]([F:58])[cH:53][cH:54][cH:55][c:56]3[F:57])[CH2:49]2)[C:28]([NH:29][c:30]2[cH:31][cH:32][n:33]([CH2:34][C:35]([OH:36])([CH3:37])[CH3:38])[n:39]2)=[O:40])[CH2:41][CH2:42][CH2:43][CH2:44][CH2:45]1>>[CH3:1][O:2][C:3]([CH:4]([CH2:5][CH:6]1[CH:7]2[CH2:8][CH2:9][CH:10]([CH2:11]1)[CH2:12]2)[N:13]1[C:46](=[O:59])[CH:47]=[C:48]([O:50][c:51]2[c:52]([F:58])[cH:53][cH:54][cH:55][c:56]2[F:57])[CH2:49]1)=[O:14]. Reactants: COc1ccc(C(=O)CCC(=O)O)cc1[N+](=O)[O-], N, O=S(=O)([O-])[O-], O. The product is COc1ccc(C(=O)CCC(=O)O)cc1N. As a reaction SMILES: [CH3:1][O:2][c:3]1[c:4]([N+:16]([O-:17])=[O:18])[cH:5][c:6]([C:7](=[O:8])[CH2:9][CH2:10][C:11](=[O:12])[OH:13])[cH:14][cH:15]1.[NH3:24].[O-:19][S:20](=[O:21])(=[O:22])[O-:23].[OH2:25]>>[CH3:1][O:2][c:3]1[c:4]([NH2:16])[cH:5][c:6]([C:7](=[O:8])[CH2:9][CH2:10][C:11](=[O:12])[OH:13])[cH:14][cH:15]1.